Dataset: the Open Reaction Database (ORD), a public repository of structured organic reaction records. Task: describe an organic reaction: reactants, conditions, products, and yield The reactants are [C@@H]12NC[C@@H](NC1)C2 ((1S,4S)-2,5-diazabicyclo[2.2.1]heptane), Example 1 ( 2 ), Cl.CC1N(C(CNC1)C)C1=NC=CC=N1 (2-(2,6-dimethylpiperazin-1-yl)pyrimidine hydrochloride). Yields the product Cl.N1=C(N=CC=C1)N1[C@@H]2CN[C@H](C1)C2 ((1S,4S)-2-pyrimidin-2-yl-2,5-diazabicyclo[2.2.1]heptane hydrochloride). Reaction SMILES: [C@H]12C[C@H](NC1)CN2.[ClH:8].C[CH:10]1[CH2:15][NH:14][CH2:13][CH:12]([CH3:16])[N:11]1[C:17]1[N:22]=[CH:21][CH:20]=[CH:19][N:18]=1>>[ClH:8].[N:22]1[CH:21]=[CH:20][CH:19]=[N:18][C:17]=1[N:11]1[CH2:10][C@@H:15]2[CH2:16][C@H:12]1[CH2:13][NH:14]2 |f:1.2,3.4|. Procedure: Using (1S,4S)-2,5-diazabicyclo[2.2.1]heptane, reactions similar to those in Example 1 (2), (3) were successively performed to give (1S,4S)-2-pyrimidin-2-yl-2,5-diazabicyclo[2.2.1]heptane hydrochloride, then reactions similar to those in Example 1 (4) were performed to give the title compound (201 mg).